From a dataset of the Open Reaction Database (ORD), a public repository of structured organic reaction records. describe an organic reaction: reactants, conditions, products, and yield Reactants: CC(=O)O, CCCc1nc(C(C)(C)O)c(C(=O)OC2OC(=O)c3ccccc32)n1Cc1ccc(-c2ccccc2-c2nnnn2C(c2ccccc2)(c2ccccc2)c2ccccc2)cc1. Product: CCCc1nc(C(C)(C)O)c(C(=O)OC2OC(=O)c3ccccc32)n1Cc1ccc(-c2ccccc2-c2nnn[nH]2)cc1. As a reaction SMILES: [CH3:63][C:64](=[O:65])[OH:66].[OH:1][C:2]([CH3:3])([CH3:4])[c:5]1[n:6][c:7]([CH2:60][CH2:61][CH3:62])[n:8]([CH2:23][c:24]2[cH:25][cH:26][c:27](-[c:30]3[c:31](-[c:36]4[n:37][n:38][n:39][n:40]4[C:41]([c:42]4[cH:43][cH:44][cH:45][cH:46][cH:47]4)([c:48]4[cH:49][cH:50][cH:51][cH:52][cH:53]4)[c:54]4[cH:55][cH:56][cH:57][cH:58][cH:59]4)[cH:32][cH:33][cH:34][cH:35]3)[cH:28][cH:29]2)[c:9]1[C:10](=[O:11])[O:12][CH:13]1[O:14][C:15](=[O:16])[c:17]2[cH:18][cH:19][cH:20][cH:21][c:22]21>>[OH:1][C:2]([CH3:3])([CH3:4])[c:5]1[n:6][c:7]([CH2:60][CH2:61][CH3:62])[n:8]([CH2:23][c:24]2[cH:25][cH:26][c:27](-[c:30]3[c:31](-[c:36]4[n:37][n:38][n:39][nH:40]4)[cH:32][cH:33][cH:34][cH:35]3)[cH:28][cH:29]2)[c:9]1[C:10](=[O:11])[O:12][CH:13]1[O:14][C:15](=[O:16])[c:17]2[cH:18][cH:19][cH:20][cH:21][c:22]21. Reactants: N12CCN(CC1)CC2 (1,4-diazabicyclo[2.2.2]octane), C(C)(=O)OCC (ethyl acetate), FC=1C=C(C(C(=O)OC)=CC1)O (Methyl 4-fluorosalicylate), CN(C(=S)Cl)C (N,N-dimethylthiocarbamoyl chloride). The solvent is CN(C)C=O (DMF), O (water). Reaction conditions: time 7 hour. The product is CN(C(=S)OC1=C(C(=O)OC)C=CC(=C1)F)C (Methyl 2-[[(dimethylamino)carbothioyl]oxy]-4-fluorobenzoate). Isolated yield 81.1%. Reaction SMILES: [F:1][C:2]1[CH:3]=[C:4]([OH:12])[C:5](=[CH:10][CH:11]=1)[C:6]([O:8][CH3:9])=[O:7].[CH3:13][N:14]([CH3:18])[C:15](Cl)=[S:16].N12CCN(CC1)CC2.C(OCC)(=O)C>CN(C=O)C.O>[CH3:13][N:14]([CH3:18])[C:15]([O:12][C:4]1[CH:3]=[C:2]([F:1])[CH:11]=[CH:10][C:5]=1[C:6]([O:8][CH3:9])=[O:7])=[S:16]. Reported procedure: 4-Fluorosalicylic acid (10.0 g, 64 mmol) was dissolved in methanol (300 ml), and concentrated sulfuric acid (6.3 g, 64 mmol) was added thereto. The reaction mixture was refluxed for 48 hrs. The solvent was evaporated, and the residue was neutralized with 2 N aqueous sodium hydroxide solution. Ethyl acetate was added to the mixture. The organic layer was washed with saturated brine and dried over anhydrous magnesium sulfate. The solvent was evaporated to give methyl 4-fluorosalicylate (10.0 g, 92... The reactants are C=O, CC(=O)O, CN(C)C(=O)C1CC(O)CN1, [H][H], O, O=[Pt]. The product is CN(C)C(=O)C1CC(O)CN1C. RXN SMILES: [CH2:12]=[O:13].[CH3:16][C:17](=[O:18])[OH:19].[CH3:1][N:2]([C:3](=[O:4])[CH:5]1[NH:6][CH2:7][CH:8]([OH:10])[CH2:9]1)[CH3:11].[H:14][H:15].[OH2:20].[Pt:21]=[O:22]>>[CH3:1][N:2]([C:3](=[O:4])[CH:5]1[N:6]([CH3:12])[CH2:7][CH:8]([OH:10])[CH2:9]1)[CH3:11]. The reactants are C1COCCN1, O=C=Nc1cccc(I)c1, C1COCCO1. The product is O=C(Nc1cccc(I)c1)N1CCOCC1. As a reaction SMILES: [CH2:11]1[CH2:12][O:13][CH2:14][CH2:15][NH:16]1.[I:1][c:2]1[cH:3][c:4]([N:8]=[C:9]=[O:10])[cH:5][cH:6][cH:7]1.[O:17]1[CH2:18][CH2:19][O:20][CH2:21][CH2:22]1>>[I:1][c:2]1[cH:3][c:4]([NH:8][C:9](=[O:10])[N:16]2[CH2:11][CH2:12][O:13][CH2:14][CH2:15]2)[cH:5][cH:6][cH:7]1.